This data is from the Open Reaction Database (ORD), a public repository of structured organic reaction records. The task is: describe an organic reaction: reactants, conditions, products, and yield Reactants: O=C(O)c1ccc(Br)nc1, CNC, CS(C)=O, ClCCl. Yields the product CN(C)C(=O)c1ccc(Br)nc1. Reaction SMILES: [Br:1][c:2]1[n:3][cH:4][c:5]([C:6](=[O:7])[OH:8])[cH:9][cH:10]1.[CH3:11][NH:12][CH3:13].[CH3:14][S:15]([CH3:16])=[O:17].[Cl:18][CH2:19][Cl:20]>>[Br:1][c:2]1[n:3][cH:4][c:5]([C:6](=[O:7])[N:12]([CH3:11])[CH3:13])[cH:9][cH:10]1. Starting materials: C(C)O (ethanol), CC=1OC2=C(C1C)C=CC(=C2)C(=O)O (2,3-Dimethylbenzofuran-6-carboxylic acid), [H-].[Al+3].[Li+].[H-].[H-].[H-] (lithium aluminium hydride), C(C)O (Ethanol), O (water). The solvent is C(C)OCC (diethyl ether). Product: CC=1OC2=C(C1C)C=CC(=C2)CO (2,3-dimethyl-6-hydroxymethylbenzofuran). The yield is 100.0%. RXN SMILES: [CH3:1][C:2]1[O:3][C:4]2[CH:11]=[C:10]([C:12](O)=[O:13])[CH:9]=[CH:8][C:5]=2[C:6]=1[CH3:7].[H-].[Al+3].[Li+].[H-].[H-].[H-].C(O)C.O>C(OCC)C>[CH3:1][C:2]1[O:3][C:4]2[CH:11]=[C:10]([CH2:12][OH:13])[CH:9]=[CH:8][C:5]=2[C:6]=1[CH3:7] |f:1.2.3.4.5.6|. Procedure: 2,3-Dimethylbenzofuran-6-carboxylic acid (20.0 g, 0.105 mol) was added portionwise to a stirred suspension of lithium aluminium hydride (4.0 g., 0.105 mol) in anhydrous diethyl ether (800 cm3) and the mixture was heated under reflux for 4 hr. Ethanol and water were added and the mixture was filtered. The filtrate was dried (NaSO4), filtered and the solvent was removed to give 2,3-dimethyl-6-hydroxymethylbenzofuran (18.5 g, 0.105 mol, 99.9%), m.p. 78°-79° C. (ex aqueous ethanol).